This data is from the Open Reaction Database (ORD), a public repository of structured organic reaction records. The task is: describe an organic reaction: reactants, conditions, products, and yield The reactants are C(C)OC(\C=C(\C=C\[C@H]1[C@@](C1)(C)C=1C=C(C2=C(C(CO2)(C)C)C1)CC(C)(C)C)/C)=O (5-{(1S, 2S) 2-[7-(2,2-dimethyl-propyl)-3,3-dimethyl-2,3-dihydro-benzofuran-5-yl]-2-methyl-cyclopropyl}-3-methyl-penta-2E,4E-dienoic acid ethyl ester), C(C)(=O)OCC (ethyl acetate), [OH-].[Na+] (sodium hydroxide), C(C)OC(\C=C(\C=C\[C@H]1[C@@](C1)(C)C=1C=C(C2=C(C(CO2)(C)C)C1)CC(C)(C)C)/C)=O (5-{(1S, 2S) 2-[7-(2,2-dimethyl-propyl)-3,3-dimethyl-2,3-dihydro-benzofuran-5-yl]-2-methyl-cyclopropyl}-3-methyl-penta-2E,4E-dienoic acid ethyl ester), CO (methanol). Product: CC(CC1=CC(=CC=2C(COC21)(C)C)[C@@]2([C@@H](C2)/C=C/C(=C/C(=O)O)/C)C)(C)C (5-{(1S,2S) 2-[7-(2,2-Dimethyl-propyl)-3,3-dimethyl-2,3-dihydro-benzofuran-5-yl]-2-methyl-cyclopropyl}-3-methyl-penta-2E,4E-dienoic Acid). Procedure details: Following General Procedure H and using 5-{(1S, 2S) 2-[7-(2,2-dimethyl-propyl)-3,3-dimethyl-2,3-dihydro-benzofuran-5-yl]-2-methyl-cyclopropyl}-3-methyl-penta-2E,4E-dienoic acid ethyl ester (Compound 11, 0.132 g, 0.32 mmol), 15 mL of methanol and 5M aqueous sodium hydroxide (2 mL) followed by flash column chromatography using 25% ethyl acetate in hexane as the eluent and preparative reverse phase HPLC using 12% water in acetonitrile as the mobile phase, the title compound was obtained (0.098 g, 7... Run in O (water), C(C)#N (acetonitrile), CCCCCC (hexane). RXN SMILES: C([O:3][C:4](=[O:30])/[CH:5]=[C:6](\[CH3:29])/[CH:7]=[CH:8]/[C@@H:9]1[CH2:11][C@@:10]1([C:13]1[CH:14]=[C:15]([CH2:24][C:25]([CH3:28])([CH3:27])[CH3:26])[C:16]2[O:20][CH2:19][C:18]([CH3:22])([CH3:21])[C:17]=2[CH:23]=1)[CH3:12])C.CO.[OH-].[Na+].C(OCC)(=O)C>CCCCCC.C(#N)C.O>[CH3:26][C:25]([CH3:28])([CH3:27])[CH2:24][C:15]1[C:16]2[O:20][CH2:19][C:18]([CH3:21])([CH3:22])[C:17]=2[CH:23]=[C:13]([C@@:10]2([CH3:12])[CH2:11][C@H:9]2/[CH:8]=[CH:7]/[C:6](/[CH3:29])=[CH:5]/[C:4]([OH:30])=[O:3])[CH:14]=1 |f:2.3|. Starting materials: CC(C)(C)OC(=O)N1CCNCC1, CCN(C(C)C)C(C)C, CCC(C)O, O=c1cc(Cl)nc[nH]1. Yields the product CC(C)(C)OC(=O)N1CCN(c2cc(=O)[nH]cn2)CC1. RXN SMILES: [C:18](=[O:19])([O:20][C:21]([CH3:22])([CH3:23])[CH3:24])[N:25]1[CH2:26][CH2:27][NH:28][CH2:29][CH2:30]1.[CH2:9]([N:10]([CH:11]([CH3:12])[CH3:13])[CH:14]([CH3:15])[CH3:16])[CH3:17].[CH:31]([OH:32])([CH2:33][CH3:34])[CH3:35].[Cl:1][c:2]1[cH:3][c:4](=[O:8])[nH:5][cH:6][n:7]1>>[c:2]1([N:28]2[CH2:27][CH2:26][N:25]([C:18](=[O:19])[O:20][C:21]([CH3:22])([CH3:23])[CH3:24])[CH2:30][CH2:29]2)[cH:3][c:4](=[O:8])[nH:5][cH:6][n:7]1. Reactants: CC=1C=C(C2=C(N(C=3CCCCC23)C2=C(C=C(C=C2C)C)C)N1)N (2-Methyl-6,7,8,9-tetrahydro-9-(2,4,6-trimethylphenyl)-5H-pyrido[2,3-b]indol-4-amine), C(CC)(=O)Cl (propionyl chloride). Run in ClC(C)Cl (dichloroethane). Yields the product C(CC)(=O)N(C1=CC(=NC=2N(C=3CCCCC3C21)C2=C(C=C(C=C2C)C)C)C)C(CC)=O (N,N-Dipropionyl-2-methyl-6,7,8,9-tetrahydro-9-(2,4,6-trimethyl phenyl)-5H-pyrido[2,3-b]indol-4-amine). Reaction SMILES: [CH3:1][C:2]1[CH:3]=[C:4]([NH2:24])[C:5]2[C:13]3[CH2:12][CH2:11][CH2:10][CH2:9][C:8]=3[N:7]([C:14]3[C:19]([CH3:20])=[CH:18][C:17]([CH3:21])=[CH:16][C:15]=3[CH3:22])[C:6]=2[N:23]=1.[C:25](Cl)(=[O:28])[CH2:26][CH3:27]>ClC(Cl)C>[C:25]([N:24]([C:25](=[O:28])[CH2:26][CH3:27])[C:4]1[C:5]2[C:13]3[CH2:12][CH2:11][CH2:10][CH2:9][C:8]=3[N:7]([C:14]3[C:19]([CH3:20])=[CH:18][C:17]([CH3:21])=[CH:16][C:15]=3[CH3:22])[C:6]=2[N:23]=[C:2]([CH3:1])[CH:3]=1)(=[O:28])[CH2:26][CH3:27]. Procedure details: 2-Methyl-6,7,8,9-tetrahydro-9-(2,4,6-trimethylphenyl)-5H-pyrido[2,3-b]indol-4-amine (1b) (470 mg) dissolved in 10 mL dichloroethane is refluxed for 3 hours with propionyl chloride (0.5 mL). The. residual reagents are evaporated under reduced pressure. The crude product is partitioned between aqueous sodium carbonate solution and dichloromethane. The organic extract is dried over sodium sulfate and concentrated. The solid, diacylated product is triturated with hexanes and collected by filtration ... Starting materials: CN1C(=CC(=C1)[N+](=O)[O-])C(=O)O (1-methyl-4-nitro-2-pyrrolecarboxylic acid), C([O-])([O-])=O.[Na+].[Na+] (sodium carbonate), [H][H] (hydrogen). Reagents/catalysts: [Pd] (Pd/C). Run at temperature 2.5 celsius, time 15 minute. Product: CN1C(=CC(=C1)NC=O)C(=O)O (1-methyl-4-formylamino-2-pyrrolecarboxylic acid). Yield: 80.0%. As a reaction SMILES: [CH3:1][N:2]1[CH:6]=[C:5]([N+:7]([O-])=O)[CH:4]=[C:3]1[C:10]([OH:12])=[O:11].[H][H].[C:15](=O)([O-])[O-:16].[Na+].[Na+]>[Pd]>[CH3:1][N:2]1[CH:6]=[C:5]([NH:7][CH:15]=[O:16])[CH:4]=[C:3]1[C:10]([OH:12])=[O:11] |f:2.3.4|. Procedure details: 1-methyl-4-nitro-2-pyrrolecarboxylic acid (III) (1.0 g, 6.0 mmol) is dissolved in 20 mL of a 1 M sodium carbonate aqueous solution and hydrogenated in presence of 250 mg of 10% Pd/C catalyst. When the uptake of hydrogen has stopped, the catalyst is removed by filtration and the resulting yellow solution, containing the aminoacid (VI), is slowly added to a freshly prepared benzene solution of N-formylimidazole with vigorous stirring. After the addition, the resulting two layers are stirred for ad... Starting materials: C12C(C(C(CC1)CC2)=O)=O (bicyclo[2.2.2]octane-2,3-dione), COP(OC)(=O)CC(CC1(CC1)C)=O ([3-(1-methyl-cyclopropyl)-2-oxo-propyl]-phosphonic acid dimethyl ester), O.NN (hydrazine monohydrate). Product: CC1(CC1)CC=1N=NC=2C3CCC(C2C1)CC3 (3-[(1-Methylcyclopropyl)methyl]-5,6,7,8-tetrahydro-5,8-ethanocinnoline). As a reaction SMILES: [CH:1]12[CH2:8][CH2:7][CH:4]([CH2:5][CH2:6]1)[C:3](=O)[C:2]2=O.COP([CH2:17][C:18](=O)[CH2:19][C:20]1([CH3:23])[CH2:22][CH2:21]1)(=O)OC.O.[NH2:26][NH2:27]>>[CH3:23][C:20]1([CH2:19][C:18]2[N:26]=[N:27][C:2]3[CH:1]4[CH2:8][CH2:7][CH:4]([C:3]=3[CH:17]=2)[CH2:5][CH2:6]4)[CH2:22][CH2:21]1 |f:2.3|. Procedure: Light-yellow solid MS (ESI): 229.2 (MH+). Prepared from bicyclo[2.2.2]octane-2,3-dione, [3-(1-methyl-cyclopropyl)-2-oxo-propyl]-phosphonic acid dimethyl ester, hydrazine monohydrate. Starting materials: FC1=C(C=CC(=C1)I)NC1=C(C(=O)O)C=CN=C1 (3-[(2-fluoro-4-iodophenyl)amino]isonicotinic acid), FC1=C(C=CC(=C1)I)NC1=C(C(=O)O)C=CN=C1 (3-[(2-fluoro-4-iodophenyl)amino]isonicotinic acid), FC(CN)(F)F (2,2,2-trifluoro-ethylamine). Yields the product FC1=C(C=CC(=C1)I)NC1=C(C(=O)NCC(F)(F)F)C=CN=C1 (3-(2-Fluoro-4-iodo-phenylamino)-N-(2,2,2-trifluoro-ethyl)-isonicotinamide). Reaction SMILES: [F:1][C:2]1[CH:7]=[C:6]([I:8])[CH:5]=[CH:4][C:3]=1[NH:9][C:10]1[CH:18]=[N:17][CH:16]=[CH:15][C:11]=1[C:12]([OH:14])=O.[F:19][C:20]([F:24])([F:23])[CH2:21][NH2:22]>>[F:1][C:2]1[CH:7]=[C:6]([I:8])[CH:5]=[CH:4][C:3]=1[NH:9][C:10]1[CH:18]=[N:17][CH:16]=[CH:15][C:11]=1[C:12]([NH:22][CH2:21][C:20]([F:24])([F:23])[F:19])=[O:14]. Procedure details: 3-(2-Fluoro-4-iodo-phenylamino)-N-(2,2,2-trifluoro-ethyl)-isonicotinamide was synthesized according to the procedure for General Method 1, outlined above, starting with 0.30 mmol of 3-[(2-fluoro-4-iodophenyl)amino]isonicotinic acid (intermediate 1) and 0.45 mmol of 2,2,2-trifluoro-ethylamine. LC/MS [6.73 min; 440 (M+1)] Starting materials: [Na].C1(=CC=CC=C1)N1N=NN=C1S (1-Phenyl-1H-tetrazole-5-thiol sodium salt), IC[C@@H]1CC2(O[C@@H]([C@H](O2)C2=CC=CC=C2)C2=CC=CC=C2)CC1 ((2R,3R,7S)-7-(iodomethyl)-2,3-diphenyl-1,4-dioxaspiro[4.4]nonane). Solvent: CC(=O)C (acetone). Reaction conditions: temperature 60 celsius, time 3 hour. Product: C1(=CC=CC=C1)[C@H]1OC2(O[C@@H]1C1=CC=CC=C1)C[C@H](CC2)CSC2=NN=NN2C2=CC=CC=C2 (5-({[(2R,3R,7S)-2,3-diphenyl-1,4-dioxaspiro[4.4]non-7-yl]methyl}sulfanyl)-1-phenyl-1H-tetrazole). The yield is 73.0%. Reaction SMILES: [Na].[C:2]1([N:8]2[C:12]([SH:13])=[N:11][N:10]=[N:9]2)[CH:7]=[CH:6][CH:5]=[CH:4][CH:3]=1.I[CH2:15][C@H:16]1[CH2:36][CH2:35][C:18]2([O:22][C@H:21]([C:23]3[CH:28]=[CH:27][CH:26]=[CH:25][CH:24]=3)[C@@H:20]([C:29]3[CH:34]=[CH:33][CH:32]=[CH:31][CH:30]=3)[O:19]2)[CH2:17]1>CC(C)=O>[C:29]1([C@@H:20]2[C@@H:21]([C:23]3[CH:24]=[CH:25][CH:26]=[CH:27][CH:28]=3)[O:22][C:18]3([CH2:35][CH2:36][C@H:16]([CH2:15][S:13][C:12]4[N:8]([C:2]5[CH:3]=[CH:4][CH:5]=[CH:6][CH:7]=5)[N:9]=[N:10][N:11]=4)[CH2:17]3)[O:19]2)[CH:34]=[CH:33][CH:32]=[CH:31][CH:30]=1 |f:0.1,^1:0|. Procedure: 1-Phenyl-1H-tetrazole-5-thiol sodium salt (25 g) was added to a solution of (2R,3R,7S)-7-(iodomethyl)-2,3-diphenyl-1,4-dioxaspiro[4.4]nonane (48.3 g, described in WO 2003095438) in acetone (500 mL), and the mixture was stirred at 60° C. for three hours. The solvent was evaporated from the reaction solution under reduced pressure. The residue was purified by silica gel column chromatography (hexane:ethyl acetate=4:1→1:1) to give 5-({[(2R,3R,7S)-2,3-diphenyl-1,4-dioxaspiro[4.4]non-7-yl]methyl}sulf... Starting materials: COCC1(C(=O)Nc2cccc(OC(=O)N(C)C)c2)CCN(C(=O)OC(C)(C)C)CC1, CO, Cl. The product is COCC1(C(=O)Nc2cccc(OC(=O)N(C)C)c2)CCNCC1, Cl. Reaction SMILES: [CH3:1][N:2]([C:3](=[O:4])[O:5][c:6]1[cH:7][c:8]([NH:12][C:13](=[O:14])[C:15]2([CH2:28][O:29][CH3:30])[CH2:16][CH2:17][N:18]([C:21]([O:22][C:23]([CH3:24])([CH3:25])[CH3:26])=[O:27])[CH2:19][CH2:20]2)[cH:9][cH:10][cH:11]1)[CH3:31].[CH3:33][OH:34].[ClH:32]>>[CH3:1][N:2]([C:3](=[O:4])[O:5][c:6]1[cH:7][c:8]([NH:12][C:13](=[O:14])[C:15]2([CH2:28][O:29][CH3:30])[CH2:16][CH2:17][NH:18][CH2:19][CH2:20]2)[cH:9][cH:10][cH:11]1)[CH3:31].[ClH:32]. Reactants: FC1=CC=C(C=C1)N1CCNCC1 (1-(4-fluorophenyl)piperazine), N=1NC(=C2CCCCC12)CCC(=O)O (3-(4,5,6,7-tetrahydro-2H-indazol-3-yl)propionic acid), ClC1=CC=C(C=C1)C1CCNCC1 (4-(4-chlorophenyl)piperidine). The product is FC1=CC=C(C=C1)N1CCN(CC1)CCCC=1N(N=C2CCCCC12)C (3-(3-(4-(4-fluorophenyl)piperazin-1-yl)propyl)-4,5,6,7-tetrahydro-2-methyl-2H-indazole). RXN SMILES: [F:1][C:2]1[CH:7]=[CH:6][C:5]([N:8]2[CH2:13][CH2:12][NH:11][CH2:10][CH2:9]2)=[CH:4][CH:3]=1.[N:14]1[NH:15][C:16]([CH2:23][CH2:24][C:25](O)=O)=[C:17]2[C:22]=1[CH2:21][CH2:20][CH2:19][CH2:18]2.Cl[C:29]1C=CC(C2CCNCC2)=CC=1>>[F:1][C:2]1[CH:3]=[CH:4][C:5]([N:8]2[CH2:13][CH2:12][N:11]([CH2:25][CH2:24][CH2:23][C:16]3[N:15]([CH3:29])[N:14]=[C:22]4[C:17]=3[CH2:18][CH2:19][CH2:20][CH2:21]4)[CH2:10][CH2:9]2)=[CH:6][CH:7]=1. Reported procedure: In the same manner as in Example 102 except that 3-(4,5,6,7-tetrahydro-2-methyl-2H-indazol-3-yl)propionic acid obtained in Starting Material Synthesis Example 9 and 1-(4-fluorophenyl)piperazine were used instead of 3-(4,5,6,7-tetrahydro-2H-indazol-3-yl)propionic acid obtained in Starting Material Synthesis Example 1 and 4-(4-chlorophenyl)piperidine, 3-(3-(4-(4-fluorophenyl)piperazin-1-yl)propyl)-4,5,6,7-tetrahydro-2-methyl-2H-indazole was obtained.